This data is from the Open Reaction Database (ORD), a public repository of structured organic reaction records. The task is: describe an organic reaction: reactants, conditions, products, and yield As a reaction SMILES: [CH2:1](I)[CH3:2].C(=O)([O-])[O-].[Cs+].[Cs+].[CH2:10]([C:14]1[N:15]([CH2:23][C:24]2[CH:32]=[CH:31][CH:30]=[C:29]3[C:25]=2[CH:26]=[CH:27][N:28]3[C:33]2[CH:38]=[CH:37][CH:36]=[CH:35][C:34]=2[C:39]#[N:40])[C:16]([C:20]([OH:22])=[O:21])=[C:17]([Cl:19])[N:18]=1)[CH2:11][CH2:12][CH3:13]>CN(C)C=O.C(OCC)(=O)C>[CH2:10]([C:14]1[N:15]([CH2:23][C:24]2[CH:32]=[CH:31][CH:30]=[C:29]3[C:25]=2[CH:26]=[CH:27][N:28]3[C:33]2[CH:38]=[CH:37][CH:36]=[CH:35][C:34]=2[C:39]#[N:40])[C:16]([C:20]([O:22][CH2:1][CH3:2])=[O:21])=[C:17]([Cl:19])[N:18]=1)[CH2:11][CH2:12][CH3:13] |f:1.2.3|. The product is C(CCC)C=1N(C(=C(N1)Cl)C(=O)OCC)CC1=C2C=CN(C2=CC=C1)C1=C(C=CC=C1)C#N (2-Butyl-4-chloro-1-[[1-(2-cyanophenyl)-1H-indol-4-yl]methyl]-1H-imidazole-5-carboxylic acid, ethyl ester). Reaction conditions: time 1.5 hour. Procedure details: Ethyl iodide (561.5 mg, 3.60 mmol) and cesium carbonate (1.5g, 4.5 mmol) were added to a solution of 2-butyl-4-chloro-1-[[1-(2-cyanophenyl)-1H-indol-4-yl]methyl]-1H-imidazole-5carboxylic acid (779.2 mg, 1.80 mmol, prepared as described in part C of Example 9) in dimethylformamide (3.72 ml). After 1.5 hours at room temperature, the reaction was diluted with ethyl acetate and filtered to remove the cesium carbonate. The ethyl acetate was washed with pH=4 buffer (2×20 ml), pH=7 buffer (2×25 ml), sa... The solvent is CN(C=O)C (dimethylformamide), C(C)(=O)OCC (ethyl acetate). Starting materials: C(C)I (Ethyl iodide), C([O-])([O-])=O.[Cs+].[Cs+] (cesium carbonate), C(CCC)C=1N(C(=C(N1)Cl)C(=O)O)CC1=C2C=CN(C2=CC=C1)C1=C(C=CC=C1)C#N (2-butyl-4-chloro-1-[[1-(2-cyanophenyl)-1H-indol-4-yl]methyl]-1H-imidazole-5carboxylic acid). Reactants: C(C)OC(CCCOC1=C(C=CC=C1)\C=C\C=C\C(CCCCCCCC)O)=O (4-[2-[(1E,3E)-(5RS)-5-hydroxy-1,3-tridecadienyl]-phenoxy]-butyric acid ethyl ester), C(C)(=O)OC(C)=O (acetic anhydride). The solvent is N1=CC=CC=C1 (pyridine). Run at time 4 hour. The product is C(C)OC(CCCOC1=C(C=CC=C1)\C=C\C=C\C(CCCCCCCC)OC(C)=O)=O (4-[2-[(1E,3E)-(5RS)-5-acetoxy-1,3-tridecadienyl]-phenoxy]-butyric acid ethyl ester). RXN SMILES: [CH2:1]([O:3][C:4](=[O:29])[CH2:5][CH2:6][CH2:7][O:8][C:9]1[CH:14]=[CH:13][CH:12]=[CH:11][C:10]=1/[CH:15]=[CH:16]/[CH:17]=[CH:18]/[CH:19]([OH:28])[CH2:20][CH2:21][CH2:22][CH2:23][CH2:24][CH2:25][CH2:26][CH3:27])[CH3:2].[C:30](OC(=O)C)(=[O:32])[CH3:31]>N1C=CC=CC=1>[CH2:1]([O:3][C:4](=[O:29])[CH2:5][CH2:6][CH2:7][O:8][C:9]1[CH:14]=[CH:13][CH:12]=[CH:11][C:10]=1/[CH:15]=[CH:16]/[CH:17]=[CH:18]/[CH:19]([O:28][C:30](=[O:32])[CH3:31])[CH2:20][CH2:21][CH2:22][CH2:23][CH2:24][CH2:25][CH2:26][CH3:27])[CH3:2]. Procedure: A solution of 60 mg of 4-[2-[(1E,3E)-(5RS)-5-hydroxy-1,3-tridecadienyl]-phenoxy]-butyric acid ethyl ester in 0.5 ml of pyridine is mixed with ice cooling and under argon atmosphere with 0.12 ml of acetic anhydride and stirred for 4 hours at room temperature. The reaction mixture is concentrated by evaporation and the residue is chromatographed on silica gel with n-hexane/ethyl acetate=95/5. 42 mg of 4-[2-[(1E,3E)-(5RS)-5-acetoxy-1,3-tridecadienyl]-phenoxy]-butyric acid ethyl ester is obtained as...